From a dataset of the Open Reaction Database (ORD), a public repository of structured organic reaction records. describe an organic reaction: reactants, conditions, products, and yield Reported procedure: 49.5 g (175 mmol) 7-acetyl-4-benzyloxy-3H-benzoxazol-2-one and 19.6 g (177 mmol) selenium dioxide are refluxed for 8 hours in 200 mL dioxane and 8 mL water in the presence of activated charcoal. The insoluble constituents are suction filtered, the solvent is distilled off and the residue is combined with 150 mL ethanol. The mixture is refluxed for 30 minutes and then filtered through activated charcoal. After the addition of a crystallisation aid the product is precipitated out of the cooled sol... The reactants are C (charcoal), C(C)(=O)C1=CC=C(C=2NC(OC21)=O)OCC2=CC=CC=C2 (7-acetyl-4-benzyloxy-3H-benzoxazol-2-one), [Se](=O)=O (selenium dioxide), O1CCOCC1 (dioxane), O (water). Product: C(C1=CC=CC=C1)OC1=CC=C(C2=C1NC(O2)=O)C(C(O)OCC)O (4-benzyloxy-7-(2-ethoxy-1,2-dihydroxy-ethyl)-3H-benzoxazol-2-one). RXN SMILES: [C:1]([C:4]1[C:12]2[O:11][C:10](=[O:13])[NH:9][C:8]=2[C:7]([O:14][CH2:15][C:16]2[CH:21]=[CH:20][CH:19]=[CH:18][CH:17]=2)=[CH:6][CH:5]=1)(=[O:3])[CH3:2].[Se](=O)=O.[OH2:25].C.[O:27]1CCO[CH2:29][CH2:28]1>>[CH2:15]([O:14][C:7]1[C:8]2[NH:9][C:10](=[O:13])[O:11][C:12]=2[C:4]([CH:1]([OH:3])[CH:2]([O:27][CH2:28][CH3:29])[OH:25])=[CH:5][CH:6]=1)[C:16]1[CH:21]=[CH:20][CH:19]=[CH:18][CH:17]=1. Starting materials: Cc1nc(Oc2ccccc2)c([N+](=O)[O-])c(NCCOCCNC(=O)OC(C)(C)C)c1C, CCO. Product: Cc1nc(Oc2ccccc2)c(N)c(NCCOCCNC(=O)OC(C)(C)C)c1C. Reaction SMILES: [CH3:1][c:2]1[n:3][c:4]([O:26][c:27]2[cH:28][cH:29][cH:30][cH:31][cH:32]2)[c:5]([N+:23]([O-:24])=[O:25])[c:6]([NH:9][CH2:10][CH2:11][O:12][CH2:13][CH2:14][NH:15][C:16]([O:17][C:18]([CH3:19])([CH3:20])[CH3:21])=[O:22])[c:7]1[CH3:8].[CH3:33][CH2:34][OH:35]>>[CH3:1][c:2]1[n:3][c:4]([O:26][c:27]2[cH:28][cH:29][cH:30][cH:31][cH:32]2)[c:5]([NH2:23])[c:6]([NH:9][CH2:10][CH2:11][O:12][CH2:13][CH2:14][NH:15][C:16]([O:17][C:18]([CH3:19])([CH3:20])[CH3:21])=[O:22])[c:7]1[CH3:8]. Reactants: OCc1cc(OCc2ccccc2)ccc1I, CC(=O)OC(C)=O, CN(C)c1ccncc1, ClCCl. Product: CC(=O)OCc1cc(OCc2ccccc2)ccc1I. Reaction SMILES: [CH2:1]([c:2]1[cH:3][cH:4][cH:5][cH:6][cH:7]1)[O:8][c:9]1[cH:10][cH:11][c:12]([I:17])[c:13]([CH2:14][OH:15])[cH:16]1.[CH3:18][C:19](=[O:20])[O:21][C:22](=[O:23])[CH3:24].[CH3:28][N:29]([CH3:30])[c:31]1[cH:32][cH:33][n:34][cH:35][cH:36]1.[Cl:25][CH2:26][Cl:27]>>[CH2:1]([c:2]1[cH:3][cH:4][cH:5][cH:6][cH:7]1)[O:8][c:9]1[cH:10][cH:11][c:12]([I:17])[c:13]([CH2:14][O:15][C:19]([CH3:18])=[O:20])[cH:16]1. Reactants: O[C@@H]1C(C2CCC=3C4=CC[C@H]([C@H](CC=O)C)[C@]4(CCC3[C@]2(CC1)C)C)(C)C ((20S)-3β-hydroxy-4,4,20-trimethyl-pregna-8,14-dien-21-carbaldehyde), CNC (N,N-dimethylamin), C(C)(=O)O[BH-](OC(C)=O)OC(C)=O.[Na+] (sodium tris(acetoxy)borohydride). The product is CN(C)CC[C@H](C)[C@H]1CC=C2C=3CC[C@H]4C([C@H](CC[C@]4(C)C3CC[C@]12C)O)(C)C ((20S)-20-[(N,N-dimethylamino)ethyl]-4,4-dimethyl-5α-pregna-8,14-dien-3β-ol). RXN SMILES: [OH:1][C@H:2]1[CH2:23][CH2:22][C@@:21]2([CH3:24])[CH:4]([CH2:5][CH2:6][C:7]3[C:8]4[C@:17]([CH3:25])([CH2:18][CH2:19][C:20]=32)[C@@H:11]([C@@H:12]([CH3:16])[CH2:13][CH:14]=O)[CH2:10][CH:9]=4)[C:3]1([CH3:27])[CH3:26].[CH3:28][NH:29][CH3:30].C(O[BH-](OC(=O)C)OC(=O)C)(=O)C.[Na+]>>[CH3:28][N:29]([CH2:14][CH2:13][C@@H:12]([C@@H:11]1[C@:17]2([CH3:25])[C:8]([C:7]3[CH2:6][CH2:5][C@@H:4]4[C@:21]([C:20]=3[CH2:19][CH2:18]2)([CH3:24])[CH2:22][CH2:23][C@H:2]([OH:1])[C:3]4([CH3:26])[CH3:27])=[CH:9][CH2:10]1)[CH3:16])[CH3:30] |f:2.3|. Reported procedure: (20S)-3β-hydroxy-4,4,20-trimethyl-pregna-8,14-dien-21-carbaldehyde was treated with N,N-dimethylamin and sodium tris(acetoxy)borohydride as described in Example 9d). (20S)-20-[(N,N-dimethylamino)ethyl]-4,4-dimethyl-5α-pregna-8,14-dien-3β-ol was isolated as a white solid.